This data is from the Open Reaction Database (ORD), a public repository of structured organic reaction records. The task is: describe an organic reaction: reactants, conditions, products, and yield Reactants: C1CCOC1, CCC(C)Nc1cc(C(=O)OC)cc(-c2ccccc2F)n1, CO, [Na+], [OH-]. The product is CCC(C)Nc1cc(C(=O)O)cc(-c2ccccc2F)n1. Reaction SMILES: [CH2:27]1[O:28][CH2:29][CH2:30][CH2:31]1.[CH3:1][O:2][C:3]([c:4]1[cH:5][c:6]([NH:17][CH:18]([CH3:19])[CH2:20][CH3:21])[n:7][c:8](-[c:10]2[c:11]([F:16])[cH:12][cH:13][cH:14][cH:15]2)[cH:9]1)=[O:22].[CH3:25][OH:26].[Na+:24].[OH-:23]>>[O:2]=[C:3]([c:4]1[cH:5][c:6]([NH:17][CH:18]([CH3:19])[CH2:20][CH3:21])[n:7][c:8](-[c:10]2[c:11]([F:16])[cH:12][cH:13][cH:14][cH:15]2)[cH:9]1)[OH:22].